The task is: describe an organic reaction: reactants, conditions, products, and yield. This data is from the Open Reaction Database (ORD), a public repository of structured organic reaction records. The reactants are C=CC(C)(C)c1ccc(OC)c(Br)c1, C1CCOC1, [Li]CCCC, CN(C)C=O. Yields the product C=CC(C)(C)c1ccc(OC)c(C=O)c1. Reaction SMILES: [Br:1][c:2]1[c:3]([O:13][CH3:14])[cH:4][cH:5][c:6]([C:8]([CH:9]=[CH2:10])([CH3:11])[CH3:12])[cH:7]1.[CH2:25]1[O:26][CH2:27][CH2:28][CH2:29]1.[CH3:15][CH2:16][CH2:17][CH2:18][Li:19].[O:20]=[CH:21][N:22]([CH3:23])[CH3:24]>>[c:2]1([CH:21]=[O:20])[c:3]([O:13][CH3:14])[cH:4][cH:5][c:6]([C:8]([CH:9]=[CH2:10])([CH3:11])[CH3:12])[cH:7]1. Starting materials: [BH4-], [Br-], CCOCC=CBr, CCOCC=C[Mg+], CO, N#CCF, [Mg], [Na+], C1CCOC1, O. Product: CCOCC=CC(N)CF. As a reaction SMILES: [BH4-:21].[Br-:1].[Br:9][CH:10]=[CH:11][CH2:12][O:13][CH2:14][CH3:15].[CH2:2]([CH3:3])[O:4][CH2:5][CH:6]=[CH:7][Mg+:8].[CH3:28][OH:29].[F:17][CH2:18][C:19]#[N:20].[Mg:16].[Na+:22].[O:23]1[CH2:24][CH2:25][CH2:26][CH2:27]1.[OH2:30]>>[CH2:2]([CH3:3])[O:4][CH2:5][CH:6]=[CH:7][CH:19]([CH2:18][F:17])[NH2:20]. Starting materials: Cn1c(=S)[nH]c2cc([N+](=O)[O-])ccc21, O, O=S(Cl)Cl. Yields the product Cn1c(Cl)nc2cc([N+](=O)[O-])ccc21. As a reaction SMILES: [CH3:1][n:2]1[c:3](=[S:14])[nH:4][c:5]2[c:6]1[cH:7][cH:8][c:9]([N+:11](=[O:12])[O-:13])[cH:10]2.[OH2:19].[S:15]([Cl:16])([Cl:17])=[O:18]>>[CH3:1][n:2]1[c:3]([Cl:17])[n:4][c:5]2[c:6]1[cH:7][cH:8][c:9]([N+:11](=[O:12])[O-:13])[cH:10]2. The reactants are N(=NC(=O)OCC)C(=O)OCC (diethyl azodicarboxylate), C1CCC2C3C(CC(C12)C3)O (octahydro-4,7-methanoinden-5-ol), C1(C=2C(C(N1)=O)=CC=CC2)=O (phthalimide), C1(=CC=CC=C1)P(C1=CC=CC=C1)C1=CC=CC=C1 (triphenylphosphine). Solvent: C1CCOC1 (THF), C1CCOC1 (THF). Run at time 8 hour. Product: C1CCC2C3C(CC(C12)C3)N3C(C1=CC=CC=C1C3=O)=O (2-(octahydro-4,7-methanoinden-5-yl)isoindole-1,3-dione). Reaction SMILES: N(C(OCC)=O)=NC(OCC)=O.[CH2:13]1[CH:21]2[CH:16]([CH:17]3[CH2:22][CH:20]2[CH2:19][CH:18]3O)[CH2:15][CH2:14]1.[C:24]1(=[O:34])[NH:28][C:27](=[O:29])[C:26]2=[CH:30][CH:31]=[CH:32][CH:33]=[C:25]12.C1(P(C2C=CC=CC=2)C2C=CC=CC=2)C=CC=CC=1>C1COCC1>[CH2:13]1[CH:21]2[CH:16]([CH:17]3[CH2:22][CH:20]2[CH2:19][CH:18]3[N:28]2[C:24](=[O:34])[C:25]3[C:26](=[CH:30][CH:31]=[CH:32][CH:33]=3)[C:27]2=[O:29])[CH2:15][CH2:14]1. Procedure: With stirring, 1.7 g of diethyl azodicarboxylate, diluted with 5 ml of THF, were added to a solution of 1.66 g of octahydro-4,7-methanoinden-5-ol, 1.47 g of phthalimide, and 2.62 g of triphenylphosphine in 15 ml of THF. The reaction mixture was allowed to stand overnight and then concentrated, the residue was stirred with ether, the precipitate was filtered off with suction, and the filtrate was concentrated. The residue was purified over silica gel using toluene. This gave 1.36 g of a yellow oi... Reactants: CCN1CCN(Cc2ccc(Nc3ncc(F)c(-c4cc(F)c5nc(C)n(C(C)C)c5c4)n3)nc2)CC1, Clc1ncccn1. The product is Cc1nc2c(F)cc(-c3nc(Cl)ncc3F)cc2n1C(C)C. As a reaction SMILES: [CH2:1]([N:2]1[CH2:3][CH2:4][N:5]([CH2:6][c:7]2[cH:8][cH:9][c:10]([NH:11][c:17]3[n:18][cH:19][c:20]([F:37])[c:21](-[c:23]4[cH:24][c:25]5[c:26]([n:27][c:28]([CH3:33])[n:29]5[CH:30]([CH3:31])[CH3:32])[c:34]([F:36])[cH:35]4)[n:22]3)[n:12][cH:13]2)[CH2:14][CH2:15]1)[CH3:16].[Cl:38][c:39]1[n:40][cH:41][cH:42][cH:43][n:44]1>>[c:17]1([Cl:38])[n:18][cH:19][c:20]([F:37])[c:21](-[c:23]2[cH:24][c:25]3[c:26]([n:27][c:28]([CH3:33])[n:29]3[CH:30]([CH3:31])[CH3:32])[c:34]([F:36])[cH:35]2)[n:22]1. Reactants: CI (methyl iodide), C(C)OCC (diethyl ether), [Mg] (magnesium), C(C)OCC (diethyl ether), CC1(C(C(CCCC1)(C)C)=O)C (2,2,7,7-tetramethylcycloheptanone), C(C)OCC (diethyl ether). Product: CC1(C(CCCCC1(C)C)(C)C)O (1,2,2,7,7-pentamethylcycloheptan-1-ol). The yield is 55.3%. Reaction SMILES: CI.[CH2:3](OCC)C.[Mg].[CH3:9][C:10]1([CH3:20])[CH2:16][CH2:15][CH2:14][CH2:13][C:12]([CH3:18])([CH3:17])[C:11]1=[O:19]>>[CH3:3][C:11]1([OH:19])[C:12]([CH3:18])([CH3:17])[CH2:13][CH2:14][CH2:15][CH2:16][C:10]1([CH3:20])[CH3:9]. Procedure: A mixed solution of methyl iodide (23.90 g, 0.16 moles)/dried diethyl ether (10 ml) was dropped into a mixture of magnesium (2.90 g, 0.12 moles)/dried diethyl ether (20 ml) in 1 hour while stirring under water-cooling conditions. The mixture was stirred for 48 hours at room temperature and subjected to separation by filtration. Into the resulting filtrate was dropped a mixed solution of 2,2,7,7-tetramethylcycloheptanone (16.80 g, 0.10 mole)/dried diethyl ether (30 ml) in 30 minutes while stirrin... Starting materials: C(C)(C)(C)OC(=O)N[C@@H](C[C@H](CNC(C1=C(C=C(C=C1)OCC(NCCCC)=O)OCCCCOC)=O)C(C)C)[C@H](C[C@@H](C(C)C)C(NCCCC)=O)O ((2S,4S,5S,7S)-N-[4-(tert-butoxycarbonyl)amino-7-butylcarbamoyl-5-hydroxy-2-isopropyl-8-methyl-nonyl]-4-butylcarbamoylmethoxy-2-(4-methoxybutoxy)-benzamide), Cl (hydrochloric acid). The solvent is O1CCOCC1 (dioxane). The product is Cl.N[C@@H](C[C@H](CNC(C1=C(C=C(C=C1)OCC(NCCCC)=O)OCCCCOC)=O)C(C)C)[C@H](C[C@@H](C(C)C)C(NCCCC)=O)O ((2S,4S,5S,7S)-N-(4-amino-7-butylcarbamoyl-5-hydroxy-2-isopropyl-8-methyl-nonyl)-4-butylcarbamoylmethoxy-2-(4-methoxybutoxy)-benzamide hydrochloride). As a reaction SMILES: C(OC([NH:8][C@H:9]([C@@H:41]([OH:54])[CH2:42][C@H:43]([C:47](=[O:53])[NH:48][CH2:49][CH2:50][CH2:51][CH3:52])[CH:44]([CH3:46])[CH3:45])[CH2:10][C@@H:11]([CH:38]([CH3:40])[CH3:39])[CH2:12][NH:13][C:14](=[O:37])[C:15]1[CH:20]=[CH:19][C:18]([O:21][CH2:22][C:23](=[O:29])[NH:24][CH2:25][CH2:26][CH2:27][CH3:28])=[CH:17][C:16]=1[O:30][CH2:31][CH2:32][CH2:33][CH2:34][O:35][CH3:36])=O)(C)(C)C.[ClH:55]>O1CCOCC1>[ClH:55].[NH2:8][C@H:9]([C@@H:41]([OH:54])[CH2:42][C@H:43]([C:47](=[O:53])[NH:48][CH2:49][CH2:50][CH2:51][CH3:52])[CH:44]([CH3:45])[CH3:46])[CH2:10][C@@H:11]([CH:38]([CH3:40])[CH3:39])[CH2:12][NH:13][C:14](=[O:37])[C:15]1[CH:20]=[CH:19][C:18]([O:21][CH2:22][C:23](=[O:29])[NH:24][CH2:25][CH2:26][CH2:27][CH3:28])=[CH:17][C:16]=1[O:30][CH2:31][CH2:32][CH2:33][CH2:34][O:35][CH3:36] |f:3.4|. Reported procedure: In a manner analogous to that described in Example 21), reaction of (2S,4S,5S,7S)-N-[4-(tert-butoxycarbonyl)amino-7-butylcarbamoyl-5-hydroxy-2-isopropyl-8-methyl-nonyl]-4-butylcarbamoylmethoxy-2-(4-methoxybutoxy)-benzamide (80 mg) in 4N hydrochloric acid solution in dioxane at 0° C. for one hour, rapid concentration of the solvent under a high vacuum and lyophilisation yield (2S,4S,5S,7S)-N-(4-amino-7-butylcarbamoyl-5-hydroxy-2-isopropyl-8-methyl-nonyl)-4-butylcarbamoylmethoxy-2-(4-methoxybutoxy... Starting materials: CS(=O)(=O)c1cc(Br)ccc1C(=O)N1CCC(C(=O)c2ccc(Cl)cc2)CC1, O=C1NC(COC(=O)c2ccccc2)CO1. The product is CS(=O)(=O)c1cc(N2C(=O)OCC2COC(=O)c2ccccc2)ccc1C(=O)N1CCC(C(=O)c2ccc(Cl)cc2)CC1. As a reaction SMILES: [Br:1][c:2]1[cH:3][c:4]([S:25](=[O:26])(=[O:27])[CH3:28])[c:5]([C:8](=[O:9])[N:10]2[CH2:11][CH2:12][CH:13]([C:16]([c:17]3[cH:18][cH:19][c:20]([Cl:23])[cH:21][cH:22]3)=[O:24])[CH2:14][CH2:15]2)[cH:6][cH:7]1.[O:29]=[C:30]1[O:31][CH2:32][CH:33]([CH2:35][O:36][C:37]([c:38]2[cH:39][cH:40][cH:41][cH:42][cH:43]2)=[O:44])[NH:34]1>>[c:2]1([N:34]2[C:30](=[O:29])[O:31][CH2:32][CH:33]2[CH2:35][O:36][C:37]([c:38]2[cH:39][cH:40][cH:41][cH:42][cH:43]2)=[O:44])[cH:3][c:4]([S:25](=[O:26])(=[O:27])[CH3:28])[c:5]([C:8](=[O:9])[N:10]2[CH2:11][CH2:12][CH:13]([C:16]([c:17]3[cH:18][cH:19][c:20]([Cl:23])[cH:21][cH:22]3)=[O:24])[CH2:14][CH2:15]2)[cH:6][cH:7]1.